The task is: describe an organic reaction: reactants, conditions, products, and yield. This data is from the Open Reaction Database (ORD), a public repository of structured organic reaction records. Starting materials: CCO, ClCc1ccccc1, Nc1n[nH]c(S)n1, [Na+], [OH-]. Product: Nc1nc(SCc2ccccc2)n[nH]1. As a reaction SMILES: [CH3:18][CH2:19][OH:20].[Cl:10][CH2:11][c:12]1[cH:13][cH:14][cH:15][cH:16][cH:17]1.[NH2:1][c:2]1[n:3][nH:4][c:5]([SH:7])[n:6]1.[Na+:9].[OH-:8]>>[NH2:1][c:2]1[nH:3][n:4][c:5]([S:7][CH2:11][c:12]2[cH:13][cH:14][cH:15][cH:16][cH:17]2)[n:6]1. The reactants are C=C(CO)CO, Cc1ccc(S(=O)(=O)O)cc1, Cc1ccccc1, CCCc1c(Cc2ccc(-c3ccccc3-c3noc(=O)[nH]3)cc2)c(=O)n(C2CCC(=O)CC2)c2ncnn12. Yields the product C=C1COC2(CCC(n3c(=O)c(Cc4ccc(-c5ccccc5-c5noc(=O)[nH]5)cc4)c(CCC)n4ncnc34)CC2)OC1. As a reaction SMILES: [CH2:40]=[C:41]([CH2:42][OH:43])[CH2:44][OH:45].[CH3:46][c:47]1[cH:48][cH:49][c:50]([S:51](=[O:52])(=[O:53])[OH:54])[cH:55][cH:56]1.[CH3:57][c:58]1[cH:59][cH:60][cH:61][cH:62][cH:63]1.[O:1]=[C:2]1[CH2:3][CH2:4][CH:5]([n:8]2[c:9]3[n:10]([c:11]([CH2:34][CH2:35][CH3:36])[c:12]([CH2:15][c:16]4[cH:17][cH:18][c:19](-[c:22]5[c:23](-[c:28]6[n:29][o:30][c:31](=[O:33])[nH:32]6)[cH:24][cH:25][cH:26][cH:27]5)[cH:20][cH:21]4)[c:13]2=[O:14])[n:37][cH:38][n:39]3)[CH2:6][CH2:7]1>>[O:1]1[C:2]2([CH2:3][CH2:4][CH:5]([n:8]3[c:9]4[n:10]([c:11]([CH2:34][CH2:35][CH3:36])[c:12]([CH2:15][c:16]5[cH:17][cH:18][c:19](-[c:22]6[c:23](-[c:28]7[n:29][o:30][c:31](=[O:33])[nH:32]7)[cH:24][cH:25][cH:26][cH:27]6)[cH:20][cH:21]5)[c:13]3=[O:14])[n:37][cH:38][n:39]4)[CH2:6][CH2:7]2)[O:43][CH2:42][C:41](=[CH2:40])[CH2:44]1. Starting materials: BrC=1C=CC2=C(C(=NCC(N2)=O)C2=NC=CC=C2)C1 (7-bromo-1,3-dihydro-5-(2-pyridyl)-2H-1,4-benzodiazepin-2-one), CC(C)([O-])C.[K+] (Potassium tert. butoxide), P(=O)(OCC)(OCC)Cl (diethyl chlorophosphate), [N+](#[C-])CC(=O)OCC (ethyl isocyanoacetate), CC(C)([O-])C.[K+] (potassium tert. butoxide). The solvent is O1CCCC1 (tetrahydrofuran), O1CCCC1 (tetrahydrofuran). Conditions: time 10 minute. Yields the product BrC=1C=CC2=C(C(=NCC=3N2C=NC3C(=O)OCC)C3=NC=CC=C3)C1 (8-Bromo-6-(2-pyridyl)-4H-imidazo[1,5-a][1,4]benzodiazepine-3-carboxylic acid, ethyl ester). Reaction SMILES: [Br:1][C:2]1[CH:3]=[CH:4][C:5]2[NH:11][C:10](=O)[CH2:9][N:8]=[C:7]([C:13]3[CH:18]=[CH:17][CH:16]=[CH:15][N:14]=3)[C:6]=2[CH:19]=1.CC(C)([O-])C.[K+].P(Cl)(OCC)(OCC)=O.[N+:35]([CH2:37][C:38]([O:40][CH2:41][CH3:42])=[O:39])#[C-:36]>O1CCCC1>[Br:1][C:2]1[CH:3]=[CH:4][C:5]2[N:11]3[CH:36]=[N:35][C:37]([C:38]([O:40][CH2:41][CH3:42])=[O:39])=[C:10]3[CH2:9][N:8]=[C:7]([C:13]3[CH:18]=[CH:17][CH:16]=[CH:15][N:14]=3)[C:6]=2[CH:19]=1 |f:1.2|. Procedure: A solution of 15.8 g (0.05 mol) of 7-bromo-1,3-dihydro-5-(2-pyridyl)-2H-1,4-benzodiazepin-2-one in 300 ml of dry tetrahydrofuran was cooled to 10° with stirring under argon. Potassium tert. butoxide 6.3 g (0.056 mol) was added and stirring was continued for 10 min. Following the addition of 14 ml of diethyl chlorophosphate the mixture was stirred for additional 20 min. A previously prepared mixture of 11.3 g ethyl isocyanoacetate, 11.3 g of potassium tert. butoxide and 300 ml of tetrahydrofuran ... The reactants are ClC1=CC=C(CN2C(=CC3=CC=CC=C23)C(=O)N2CCC(CC2)C(=O)O)C=C1 (1-(1-(4-chlorobenzyl)-1H-indole-2-carbonyl)piperidine-4-carboxylic acid), C(C)N=C=NCCCN(C)C (1-ethyl-3-(3-dimethylaminopropyl) carbodiimide), ON1N=NC2=C1C=CC=C2 (1-Hydroxybenzotriazole), C(C)(C)N(C(C)C)CC (N,N-Diisopropylethylamine), C(C1=CC=CC=C1)N (benzylamine). Run in O (water), ClCCl (dichloromethane), C(Cl)Cl (DCM). Conditions: time 8 hour. Product: C(C1=CC=CC=C1)NC(=O)C1CCN(CC1)C(=O)C=1N(C2=CC=CC=C2C1)CC1=CC=C(C=C1)Cl (N-benzyl-1-(1-(4-chlorobenzyl)-1H-indole-2-carbonyl)piperidine-4-carboxamide). Reaction SMILES: [Cl:1][C:2]1[CH:28]=[CH:27][C:5]([CH2:6][N:7]2[C:15]3[C:10](=[CH:11][CH:12]=[CH:13][CH:14]=3)[CH:9]=[C:8]2[C:16]([N:18]2[CH2:23][CH2:22][CH:21]([C:24](O)=[O:25])[CH2:20][CH2:19]2)=[O:17])=[CH:4][CH:3]=1.C(N=C=NCCCN(C)C)C.ON1C2C=CC=CC=2N=N1.C(N(CC)C(C)C)(C)C.[CH2:59]([NH2:66])[C:60]1[CH:65]=[CH:64][CH:63]=[CH:62][CH:61]=1>C(Cl)Cl.O>[CH2:59]([NH:66][C:24]([CH:21]1[CH2:22][CH2:23][N:18]([C:16]([C:8]2[N:7]([CH2:6][C:5]3[CH:4]=[CH:3][C:2]([Cl:1])=[CH:28][CH:27]=3)[C:15]3[C:10]([CH:9]=2)=[CH:11][CH:12]=[CH:13][CH:14]=3)=[O:17])[CH2:19][CH2:20]1)=[O:25])[C:60]1[CH:65]=[CH:64][CH:63]=[CH:62][CH:61]=1. Procedure details: 1-(1-(4-chlorobenzyl)-1H-indole-2-carbonyl)piperidine-4-carboxylic acid (200 mg, 0.500 mmol), 1-ethyl-3-(3-dimethylaminopropyl) carbodiimide (115 mg, 0.600 mmol), and 1-Hydroxybenzotriazole (81 mg, 0.600 mmol) were dissolved in 10.0 mL of DCM. The reaction was allowed to stir for 10 minutes before N,N-Diisopropylethylamine (131 μL, 0.750 mmol) and benzylamine (82 μL, 0.750 mmol) were added. The reaction was allowed to stir overnight. The reaction was diluted with water and dichloromethane. The l... Starting materials: ClCC(C(=O)OCC)=O (ethyl 3-chloro-2-oxopropionate), C(C1=CC=CC=C1)N1CCNCC1 (N-benzylpiperazine), C(=O)([O-])[O-].[K+].[K+] (K2CO3), C(=O)(C)C#N (AcCN). The solvent is 1L. Reaction conditions: temperature 50 celsius, time 24 hour. The product is C1(=CC=CC=C1)CN1CCN(CC1)C(C(=O)OCC)C(C)=O (Ethyl 2-(4-phenylmethylpiperazin-1-yl)-3-oxo-butyrate). Yield: 89.0%. Reaction SMILES: ClCC(=O)[C:4]([O:6][CH2:7][CH3:8])=[O:5].[CH2:10]([N:17]1[CH2:22][CH2:21][NH:20][CH2:19][CH2:18]1)[C:11]1[CH:16]=[CH:15][CH:14]=[CH:13][CH:12]=1.C([O-])([O-])=O.[K+].[K+].[C:29]([C:32]#N)([CH3:31])=[O:30]>>[C:11]1([CH2:10][N:17]2[CH2:22][CH2:21][N:20]([CH:32]([C:29](=[O:30])[CH3:31])[C:4]([O:6][CH2:7][CH3:8])=[O:5])[CH2:19][CH2:18]2)[CH:12]=[CH:13][CH:14]=[CH:15][CH:16]=1 |f:2.3.4|. Reported procedure: A mixture of ethyl 3-chloro-2-oxopropionate (85.15 g, 0.52 mol), N-benzylpiperazine (6.42 g, 0.49 mol) and K2CO3 (7.1 g, 0.52 mol) in 1L of AcCN was stirred at 50° C. for 24 h. AcCN was removed in vacuo. The residue was partitioned between aqueous Na2CO3 solution (5%, 300 mL) and EtOAC (300 mL×2). The combined EtOAc solution was extracted with 1N aqueous HCl solution. The aqueous solution was separated, neutralized with Na2CO3 to pH 9 and extracted with EtOAc (250 mL×2). The EtOAc layer was sepa... Starting materials: FC(SC1=CC=C(CN)C=C1)(F)F (4-[(trifluoromethyl)thio]benzylamine), FC1=C(CN)C=CC(=C1F)C(F)(F)F (2,3-difluoro-4-(trifluoromethyl)benzylamine), C1=NC=CC2=C(C=CC=C12)C(C(=O)O)(C)C (2-(5-isoquinolinyl)-2-methylpropanoic acid), C1=NC=CC2=C(C=CC=C12)CC(=O)O (5-isoquinolinylacetic acid). Product: C1=NC=CC2=C(C=CC=C12)C(C(=O)NCC1=CC=C(C=C1)SC(F)(F)F)(C)C (2-(5-isoquinolinyl)-2-methyl-N-{4-[(trifluoromethyl)thio]benzyl}propanamide). RXN SMILES: [F:1][C:2]([F:13])([F:12])[S:3][C:4]1[CH:11]=[CH:10][C:7]([CH2:8][NH2:9])=[CH:6][CH:5]=1.[CH:14]1[C:23]2[C:18](=[C:19]([C:24]([CH3:29])([CH3:28])[C:25](O)=[O:26])[CH:20]=[CH:21][CH:22]=2)[CH:17]=[CH:16][N:15]=1.C1C2C(=C(CC(O)=O)C=CC=2)C=CN=1.FC1C(F)=C(C(F)(F)F)C=CC=1CN>>[CH:14]1[C:23]2[C:18](=[C:19]([C:24]([CH3:29])([CH3:28])[C:25]([NH:9][CH2:8][C:7]3[CH:10]=[CH:11][C:4]([S:3][C:2]([F:12])([F:1])[F:13])=[CH:5][CH:6]=3)=[O:26])[CH:20]=[CH:21][CH:22]=2)[CH:17]=[CH:16][N:15]=1. Procedure details: The title compound was prepared using the procedure described in Example 222B using 4-[(trifluoromethyl)thio]benzylamine and 2-(5-isoquinolinyl)-2-methylpropanoic acid instead of 4-(trifluoromethoxy)benzylamine and 5-isoquinolinylacetic acid. MS (ESI+) m/Z 405 (M+H)+; MS (ESI−) m/z 403 (M−H)−; 1H NMR (DMSO, 300 MHz) δ 1.57 (s, 3H), 1.64 (s, 3H), 4.33 (d, J 6.1, 2H), 6.57 (s, 1H), 7.18 (m, 1H), 7.33 (m, 1H), 7.52 (m, 2H), 7.82 (m, 1H), 8.11 (m, 1H), 8.36 (d, J 7.8, 1H), 8.57 (m, 1H), 9.42 (s, 1H)... Reactants: C(=O)(C(F)(F)F)O (TFA), C(C)(C)(C)OC(CN1C(N(C(=C1C1=CC=NN1C1=CC=C(C=C1)C#N)C)C1=CC(=CC=C1)C(F)(F)F)=O)=O (tert-Butyl-{5-[1-(4-cyanophenyl)-1H-pyrazol-5-yl]-4-methyl-2-oxo-3-[3-(trifluoromethyl)phenyl]-2,3-dihydro-1H-imidazol-1-yl}acetate), C(=O)(C(F)(F)F)O (TFA). Run in O (water), C(Cl)Cl (DCM). Conditions: time 8 hour. The product is C(#N)C1=CC=C(C=C1)N1N=CC=C1C1=C(N(C(N1CC(=O)O)=O)C1=CC(=CC=C1)C(F)(F)F)C ({5-[1-(4-Cyanophenyl)-1H-pyrazol-5-yl]-4-methyl-2-oxo-3-[3-(trifluoromethyl)phenyl]-2,3-dihydro-1H-imidazol-1-yl}acetic acid). Reaction SMILES: C([O:5][C:6](=[O:38])[CH2:7][N:8]1[C:12]([C:13]2[N:17]([C:18]3[CH:23]=[CH:22][C:21]([C:24]#[N:25])=[CH:20][CH:19]=3)[N:16]=[CH:15][CH:14]=2)=[C:11]([CH3:26])[N:10]([C:27]2[CH:32]=[CH:31][CH:30]=[C:29]([C:33]([F:36])([F:35])[F:34])[CH:28]=2)[C:9]1=[O:37])(C)(C)C.C(O)(C(F)(F)F)=O>C(Cl)Cl.O>[C:24]([C:21]1[CH:22]=[CH:23][C:18]([N:17]2[C:13]([C:12]3[N:8]([CH2:7][C:6]([OH:38])=[O:5])[C:9](=[O:37])[N:10]([C:27]4[CH:32]=[CH:31][CH:30]=[C:29]([C:33]([F:36])([F:35])[F:34])[CH:28]=4)[C:11]=3[CH3:26])=[CH:14][CH:15]=[N:16]2)=[CH:19][CH:20]=1)#[N:25]. Reported procedure: tert-Butyl-{5-[1-(4-cyanophenyl)-1H-pyrazol-5-yl]-4-methyl-2-oxo-3-[3-(trifluoromethyl)phenyl]-2,3-dihydro-1H-imidazol-1-yl}acetate (Example 20) (75 mg, 0.143 mmol) was stirred in DCM (3 mL) and water (0.03 mL). To this mixture was added TFA (0.1 mL) and the mixture stirred overnight. Reaction was incomplete so further TFA (0.5 mL) was added and after 1 h 30 minutes, a further 1 ml was added. After 4 h reaction was complete, solvents were evaporated and the residue partitioned between EtOAc and ... The reactants are C(C)OC(=O)[C@@H]1CC[C@H](CC1)C1=NC=CC=C1N (trans-4-(3-amino-pyridin-2-yl)-cyclohexanecarboxylic acid ethyl ester), N(=O)[O-].[Na+] (sodium nitrite), Cl (hydrochloric acid), [OH-].[Na+] (sodium hydroxide). The reagents and catalysts are [Cu]Cl (copper (I) chloride). Reaction conditions: temperature 65 celsius, time 20 minute. Yields the product ClC=1C(=NC=CC1)[C@@H]1CC[C@H](CC1)C(=O)O (trans-4-(3-Chloro-pyridin-2-yl)-cyclohexanecarboxylic acid). Yield: 77.0%. Reaction SMILES: C([O:3][C:4]([C@H:6]1[CH2:11][CH2:10][C@H:9]([C:12]2[C:17](N)=[CH:16][CH:15]=[CH:14][N:13]=2)[CH2:8][CH2:7]1)=[O:5])C.N([O-])=O.[Na+].[OH-].[Na+].[ClH:25]>[Cu]Cl>[Cl:25][C:17]1[C:12]([C@H:9]2[CH2:10][CH2:11][C@H:6]([C:4]([OH:3])=[O:5])[CH2:7][CH2:8]2)=[N:13][CH:14]=[CH:15][CH:16]=1 |f:1.2,3.4|. Procedure details: To a solution of cis/trans-4-(3-amino-pyridin-2-yl)-cyclohexanecarboxylic acid ethyl ester (1:11) (0.570 g, 2.30 mmol) in concentrated hydrochloric acid (37%; 20 ml) was added sodium nitrite (0.292 g, 4.23 mmol) in small portions at 0-5° C. Stirring for 20 minutes was followed by addition of copper (I) chloride (0.493 g, 4.83 mmol) in one portion. After 10 minutes the reaction mixture was heated to 65° C. (oil bath temperature). The temperature was maintained at 65° C. for 20 h. The reaction mix...